From a dataset of the Open Reaction Database (ORD), a public repository of structured organic reaction records. describe an organic reaction: reactants, conditions, products, and yield Starting materials: C(C)(=O)O[C@@H]1CC[C@H](CC1)C1=CC=C(C=C1)CCl (trans-O-acetyl-4-(4-chloromethylphenyl)-cyclohexanol), C(C=C)NCC=C (diallylamine). Product: C(C)(=O)O[C@@H]1CC[C@H](CC1)C1=CC=C(C=C1)CN(CC=C)CC=C (trans-O-acetyl-4-(4-diallylaminomethylphenyl)-cyclohexanol). As a reaction SMILES: [C:1]([O:4][C@H:5]1[CH2:10][CH2:9][C@H:8]([C:11]2[CH:16]=[CH:15][C:14]([CH2:17]Cl)=[CH:13][CH:12]=2)[CH2:7][CH2:6]1)(=[O:3])[CH3:2].[CH2:19]([NH:22][CH2:23][CH:24]=[CH2:25])[CH:20]=[CH2:21]>>[C:1]([O:4][C@H:5]1[CH2:10][CH2:9][C@H:8]([C:11]2[CH:16]=[CH:15][C:14]([CH2:17][N:22]([CH2:23][CH:24]=[CH2:25])[CH2:19][CH:20]=[CH2:21])=[CH:13][CH:12]=2)[CH2:7][CH2:6]1)(=[O:3])[CH3:2]. Procedure: from trans-O-acetyl-4-(4-chloromethylphenyl)-cyclohexanol and diallylamine. Colourless oil. Conditions: time 15 hour. The reactants are C1=CC=C(C=C1)COC(=O)CCC(C(=O)O)N (poly(γ-benzyl L-glutamate)), CO (methanol), C(CCCCCCCCCCC)O (n-dodecyl alcohol), C1(=CC=C(C=C1)S(=O)(=O)O)C (p-toluenesulfonic acid). Reported procedure: 20 g of poly(γ-benzyl L-glutamate)(molecular weight: 15000; average degree of polymerization: 69) prepared by the NCA method was dissolved in 1,2-dichloroethane. To the resulting solution were added 150 ml of n-dodecyl alcohol and 5 g of p-toluenesulfonic acid. The reaction was allowed to proceed at 60° C. for 15 hours. The reaction mixture was poured into a large amount of methanol to precipitate the formed polymer. The polymer was filtered and dried. Subsequently, the polymer was dissolved in ... As a reaction SMILES: [CH:1]1[CH:6]=[CH:5][C:4]([CH2:7][O:8][C:9]([CH2:11][CH2:12][CH:13]([NH2:17])[C:14]([OH:16])=[O:15])=[O:10])=[CH:3][CH:2]=1.[CH2:18](O)[CH2:19][CH2:20][CH2:21][CH2:22][CH2:23][CH2:24][CH2:25][CH2:26][CH2:27][CH2:28][CH3:29].C1(C)C=CC(S(O)(=O)=O)=CC=1.CO>ClCCCl>[CH:1]1[CH:6]=[CH:5][C:4]([CH2:7][O:8][C:9]([CH2:11][CH2:12][C@H:13]([NH2:17])[C:14]([OH:16])=[O:15])=[O:10])=[CH:3][CH:2]=1.[NH2:17][C@H:13]([C:14]([O:16][CH:20]([CH2:21][CH2:22][CH2:23][CH2:24][CH2:25][CH2:26][CH2:27][CH2:28][CH3:29])[CH2:19][CH3:18])=[O:15])[CH2:12][CH2:11][C:9]([O-:10])=[O:8] |f:5.6|. Product: C1=CC=C(C=C1)COC(=O)CC[C@@H](C(=O)O)N.N[C@@H](CCC(=O)[O-])C(=O)OC(CC)CCCCCCCCC (γ-benzyl L-glutamate γ-dodecyl L-glutamate). Run in ClCCCl (1,2-dichloroethane). Reactants: [BH4-], CC(=O)C(C)(Cc1ccc(Cl)cc1)c1cccc(Br)c1, CO, [Na+]. Product: CC(O)C(C)(Cc1ccc(Cl)cc1)c1cccc(Br)c1. Reaction SMILES: [BH4-:21].[Br:1][c:2]1[cH:3][c:4]([C:8]([C:9]([CH3:10])=[O:11])([CH2:12][c:13]2[cH:14][cH:15][c:16]([Cl:19])[cH:17][cH:18]2)[CH3:20])[cH:5][cH:6][cH:7]1.[CH3:23][OH:24].[Na+:22]>>[Br:1][c:2]1[cH:3][c:4]([C:8]([CH:9]([CH3:10])[OH:11])([CH2:12][c:13]2[cH:14][cH:15][c:16]([Cl:19])[cH:17][cH:18]2)[CH3:20])[cH:5][cH:6][cH:7]1. Starting materials: CC(=O)Cl, CC(C)Oc1ccccc1O, CCOCC, ClCCl, c1ccncc1. Product: CC(=O)Oc1ccccc1OC(C)C. As a reaction SMILES: [CH3:18][C:19]([Cl:20])=[O:21].[CH3:1][CH:2]([CH3:3])[O:4][c:5]1[cH:6][cH:7][cH:8][cH:9][c:10]1[OH:11].[CH3:25][CH2:26][O:27][CH2:28][CH3:29].[Cl:22][CH2:23][Cl:24].[cH:12]1[cH:13][cH:14][n:15][cH:16][cH:17]1>>[CH3:1][CH:2]([CH3:3])[O:4][c:5]1[cH:6][cH:7][cH:8][cH:9][c:10]1[O:11][C:19]([CH3:18])=[O:21]. Starting materials: CC1CCCN1CCc1ccc2cc(Br)ccc2c1, [Li]C(C)(C)C, C1CCOC1, CCCCC, O=Cc1cccc(F)c1. The product is CC1CCCN1CCc1ccc2cc(C(O)c3cccc(F)c3)ccc2c1. As a reaction SMILES: [Br:11][c:12]1[cH:13][c:14]2[cH:15][cH:16][c:17]([CH2:22][CH2:23][N:24]3[CH:25]([CH3:29])[CH2:26][CH2:27][CH2:28]3)[cH:18][c:19]2[cH:20][cH:21]1.[C:1]([Li:2])([CH3:3])([CH3:4])[CH3:5].[CH2:39]1[O:40][CH2:41][CH2:42][CH2:43]1.[CH3:6][CH2:7][CH2:8][CH2:9][CH3:10].[F:30][c:31]1[cH:32][c:33]([CH:34]=[O:35])[cH:36][cH:37][cH:38]1>>[c:12]1([CH:34]([c:33]2[cH:32][c:31]([F:30])[cH:38][cH:37][cH:36]2)[OH:35])[cH:13][c:14]2[cH:15][cH:16][c:17]([CH2:22][CH2:23][N:24]3[CH:25]([CH3:29])[CH2:26][CH2:27][CH2:28]3)[cH:18][c:19]2[cH:20][cH:21]1.